Dataset: the Open Reaction Database (ORD), a public repository of structured organic reaction records. Task: describe an organic reaction: reactants, conditions, products, and yield Starting materials: [N+](=O)([O-])C1(CCCC1)CCC=O (3-(1-nitrocyclopentyl)propionaldehyde), C1(=CC=C(C=C1)S(=O)(=O)O)C (p-toluenesulfonic acid), CO (methanol). Yields the product COC(CCC1(CCCC1)[N+](=O)[O-])OC (3-(1-nitrocylopentyl) propionaldehyde dimethyl acetal). Reaction SMILES: [N+:1]([C:4]1([CH2:9][CH2:10][CH:11]=[O:12])[CH2:8][CH2:7][CH2:6][CH2:5]1)([O-:3])=[O:2].[C:13]1(C)C=CC(S(O)(=O)=O)=CC=1.[CH3:24][OH:25]>>[CH3:24][O:25][CH:11]([O:12][CH3:13])[CH2:10][CH2:9][C:4]1([N+:1]([O-:3])=[O:2])[CH2:8][CH2:7][CH2:6][CH2:5]1. Procedure: Condense nitrocyclopentane (prepared from bromocyclopentane and sodium nitrite) and acrolein in tetrahydrofuran in the presence of sodium hydride to obtain 3-(1-nitrocyclopentyl)propionaldehyde. Treat this aldehyde with p-toluenesulfonic acid in methanol and isolate 3-(1-nitrocylopentyl) propionaldehyde dimethyl acetal. Hydrogenate this compound with Raney nickel. Isolate 3-(1-aminocyclopentyl)propionaldehyde dimethylacetal and dissolve in aqueous acetone in the presence of p-toluenesulfonic aci...